The task is: describe an organic reaction: reactants, conditions, products, and yield. This data is from the Open Reaction Database (ORD), a public repository of structured organic reaction records. Reactants: CC=1N(C=CN1)C=1C=C(C=CC1)O (3-(2-methyl-1H-imidazol-1-yl)phenol), S(N)(=O)(=O)Cl (sulfamoyl chloride). Solvent: C(C)#N (acetonitrile), C(C)#N (acetonitrile). Product: Cl.CC=1N(C=CN1)C=1C=C(C=CC1)OS(N)(=O)=O (Sulfamic acid 3-(2-methyl-1H-imidazol-1-yl)-phenyl ester monohydrochloride). Yield: 27.6%. Reaction SMILES: [CH3:1][C:2]1[N:3]([C:7]2[CH:8]=[C:9]([OH:13])[CH:10]=[CH:11][CH:12]=2)[CH:4]=[CH:5][N:6]=1.[S:14]([Cl:18])(=[O:17])(=[O:16])[NH2:15]>C(#N)C>[ClH:18].[CH3:1][C:2]1[N:3]([C:7]2[CH:8]=[C:9]([O:13][S:14](=[O:17])(=[O:16])[NH2:15])[CH:10]=[CH:11][CH:12]=2)[CH:4]=[CH:5][N:6]=1 |f:3.4|. Procedure details: A slurry of 8.7 g (0.05 mole) of 3-(2-methyl-1H-imidazol-1-yl)phenol in 150 ml of acetonitrile was treated with a solution of 0.05 mole of sulfamoyl chloride in 20 ml of acetonitrile. The mixture dissolved and slowly deposited off-white crystals over the period of 24 hr. The precipitate was collected and triturated with hot absolute ethanol. The slurry was cooled and the precipitate was collected and dried to give 4.0 g (32%) of an off-white powder, mp 197°-200° C. Starting materials: C(C)(=O)[O-].[NH4+] (ammonium acetate), I(=O)(=O)(=O)[O-].[Na+] (sodium periodate), COC1=C(C(=O)OC)C=CC(=C1)B1OC(C(O1)(C)C)(C)C (methyl 2-methoxy-4-(4,4,5,5-tetramethyl-1,3,2-dioxaborolan-2-yl)benzoate). Solvent: CC(=O)C (acetone), O (water). Reaction conditions: time 15 hour. Yields the product COC=1C=C(C=CC1C(=O)OC)B(O)O ([3-methoxy-4-(methoxycarbonyl)phenyl]-boronic acid). Yield: 97.4%. RXN SMILES: [CH3:1][O:2][C:3]1[CH:12]=[C:11]([B:13]2[O:17]C(C)(C)C(C)(C)[O:14]2)[CH:10]=[CH:9][C:4]=1[C:5]([O:7][CH3:8])=[O:6].C([O-])(=O)C.[NH4+].I([O-])(=O)(=O)=O.[Na+]>CC(C)=O.O>[CH3:1][O:2][C:3]1[CH:12]=[C:11]([B:13]([OH:14])[OH:17])[CH:10]=[CH:9][C:4]=1[C:5]([O:7][CH3:8])=[O:6] |f:1.2,3.4|. Procedure details: To a suspension of methyl 2-methoxy-4-(4,4,5,5-tetramethyl-1,3,2-dioxaborolan-2-yl)benzoate (2.0 g) in acetone (70 ml) and water (70 ml) was added ammonium acetate (1.11 g) and sodium periodate (3.08 g), and the mixture was stirred at room temperature for 15 hours. The solvent was evaporated and the residue was diluted with ethyl acetate. The organic layer was separated, washed with water and brine, dried over magnesium sulfate and evaporated under reduced pressure to give [3-methoxy-4-(methoxyc... Reactants: C1(=CC=CC=C1)S(=O)CC=1C=CN2N=CN=C(C21)NC=2C=C1C=NN(C1=CC2)CC2=CC(=CC=C2)F ((5-benzenesulfinylmethyl-pyrrolo[2,1-f][1,2,4]triazin-4-yl)-[1-(3-fluoro-benzyl)-1H-indazol-5-yl]-amine), NC1CCNCC1 (4-amino-piperidine), C(=O)OCC (Ethyl formate). Run at time 30 minute. Yields the product FC=1C=C(CN2N=CC3=CC(=CC=C23)NC2=NC=NN3C2=C(C=C3)CN3CCC(CC3)NC=O)C=CC1 (N-(1-{4-[1-(3-fluoro-benzyl)-1H-indazol-5-ylamino]-pyrrolo[2,1-f][1,2,4]triazin-5-ylmethyl}-piperidin-4-yl)-formamide). The yield is 36.0%. RXN SMILES: C1(S([CH2:9][C:10]2[CH:11]=[CH:12][N:13]3[C:18]=2[C:17]([NH:19][C:20]2[CH:21]=[C:22]4[C:26](=[CH:27][CH:28]=2)[N:25]([CH2:29][C:30]2[CH:35]=[CH:34][CH:33]=[C:32]([F:36])[CH:31]=2)[N:24]=[CH:23]4)=[N:16][CH:15]=[N:14]3)=O)C=CC=CC=1.[NH2:37][CH:38]1[CH2:43][CH2:42][NH:41][CH2:40][CH2:39]1.[CH:44](OCC)=[O:45]>>[F:36][C:32]1[CH:31]=[C:30]([CH:35]=[CH:34][CH:33]=1)[CH2:29][N:25]1[C:26]2[C:22](=[CH:21][C:20]([NH:19][C:17]3[C:18]4=[C:10]([CH2:9][N:41]5[CH2:42][CH2:43][CH:38]([NH:37][CH:44]=[O:45])[CH2:39][CH2:40]5)[CH:11]=[CH:12][N:13]4[N:14]=[CH:15][N:16]=3)=[CH:28][CH:27]=2)[CH:23]=[N:24]1. Reported procedure: A mixture of (5-benzenesulfinylmethyl-pyrrolo[2,1-f][1,2,4]triazin-4-yl)-[1-(3-fluoro-benzyl)-1H-indazol-5-yl]-amine (200 mg, 0.4 mmole) and 4-amino-piperidine (1.2 g, 30 equiv.) in a vial was placed in microwave reactor (Personal Chemistry's Smith Creator) and irradiated at 150° C. for 20 min. Ethyl formate (3 ml) was added to above mixture and irradiation was continued at 135° C. for 30 min. Concentration of the reaction mixture followed by preparative HPLC purification afforded N-(1-{4-[1-(3-... Starting materials: CNC1=CC(=CC(=N1)C1=NC=CC=C1)C=1C=NC=C(C1)C=1C=NN(C1)C1CCNCC1 (Methyl-[5″-(1-piperidin-4-yl-1H-pyrazol-4-yl)-[2,2′;4′,3″]terpyridin-6′-yl]-amine), C(C1=CC=CC=C1)NC1=CC(=CC(=N1)C1=NC=CC=C1)C=1C=NC=C(C1)Br (Benzyl-(5″-bromo-[2,2′;4′,3″]terpyridin-6′-yl)-amine). Product: C(C1=CC=CC=C1)NC1=CC(=CC(=N1)C1=NC=CC=C1)C=1C=NC=C(C1)C=1C=NN(C1)C1CCNCC1 (Benzyl-[5″-(1-piperidin-4-yl-1H-pyrazol-4-yl)-[2,2′;4′,3″]terpyridin-6′-yl]-amine). RXN SMILES: [CH3:1][NH:2][C:3]1[N:8]=[C:7]([C:9]2[CH:14]=[CH:13][CH:12]=[CH:11][N:10]=2)[CH:6]=[C:5]([C:15]2[CH:16]=[N:17][CH:18]=[C:19]([C:21]3[CH:22]=[N:23][N:24]([CH:26]4[CH2:31][CH2:30][NH:29][CH2:28][CH2:27]4)[CH:25]=3)[CH:20]=2)[CH:4]=1.C(NC1N=C(C2C=CC=CN=2)C=C(C2C=NC=C(Br)C=2)C=1)[C:33]1[CH:38]=[CH:37][CH:36]=[CH:35][CH:34]=1>>[CH2:1]([NH:2][C:3]1[N:8]=[C:7]([C:9]2[CH:14]=[CH:13][CH:12]=[CH:11][N:10]=2)[CH:6]=[C:5]([C:15]2[CH:16]=[N:17][CH:18]=[C:19]([C:21]3[CH:22]=[N:23][N:24]([CH:26]4[CH2:31][CH2:30][NH:29][CH2:28][CH2:27]4)[CH:25]=3)[CH:20]=2)[CH:4]=1)[C:33]1[CH:38]=[CH:37][CH:36]=[CH:35][CH:34]=1. Reported procedure: This compound is prepared analogously to Methyl-[5″-(1-piperidin-4-yl-1H-pyrazol-4-yl)-[2,2′;4′,3″]terpyridin-6′-yl]-amine (Example 2.183) by replacing (5″-Bromo-[2,2′;4′,3″]terpyridin-6′-yl)-methyl-amine (Example 2.1; step1) with Benzyl-(5″-bromo-[2,2′;4′,3″]terpyridin-6′-yl)-amine (Example 1.25). Reactants: ClC1=CC=C(C=C1)O (4-chlorophenol), ClCC(C)=O (chloroacetone), C([O-])([O-])=O.[K+].[K+] (potassium carbonate). Solvent: CC(=O)C (acetone). Product: ClC1=CC=C(OCC(C)=O)C=C1 (1-(4-chlorophenoxy)-propan-2-one). RXN SMILES: [Cl:1][C:2]1[CH:7]=[CH:6][C:5]([OH:8])=[CH:4][CH:3]=1.Cl[CH2:10][C:11](=[O:13])[CH3:12].C(=O)([O-])[O-].[K+].[K+]>CC(C)=O>[Cl:1][C:2]1[CH:7]=[CH:6][C:5]([O:8][CH2:10][C:11](=[O:13])[CH3:12])=[CH:4][CH:3]=1 |f:2.3.4|. Procedure: A suspension of 4-chlorophenol (2.6 g, 20 mmol), chloroacetone (2.8 g, 30 mmol) and potassium carbonate (3.45 g, 25 mmol) in acetone (100 ml) is heated at reflux for 3 hours. The precipitating inorganic salts are filtered off and the filtrate is evaporated to dryness to give the 1-(4-chlorophenoxy)-propan-2-one.